Task: describe an organic reaction: reactants, conditions, products, and yield. Dataset: the Open Reaction Database (ORD), a public repository of structured organic reaction records Product: COC(CCC1=CC(=C(C=C1)OCCCCCOC(C)=O)CCC(=O)OC)=O (4-[[5-(Acetyloxy)pentyl]oxy]-1,3-benzenedipropanoic Acid Dimethyl Ester). The solvent is O1CCCC1 (tetrahydrofuran). Reported procedure: Catalytic hydrogenation of 10.17 g (26.04 mmol) of (E,E)-3,3'-[4-[[5-(acetyloxy)pentyl]oxy]-1,3-phenylene]bis-2-propenoic acid dimethyl ester from the preceding example was carried out using 2.03 g of 10% palladium on carbon, in 125 mL of dry tetrahydrofuran, at room temperature and 1 atmosphere. After filtration of the catalyst and concentration of the filtrate, the title compound was obtained in quantitative yield, as a pale-yellow oil. Reaction SMILES: [CH3:1][O:2][C:3](=[O:28])/[CH:4]=[CH:5]/[C:6]1[CH:11]=[CH:10][C:9]([O:12][CH2:13][CH2:14][CH2:15][CH2:16][CH2:17][O:18][C:19](=[O:21])[CH3:20])=[C:8](/[CH:22]=[CH:23]/[C:24]([O:26][CH3:27])=[O:25])[CH:7]=1>[Pd].O1CCCC1>[CH3:1][O:2][C:3](=[O:28])[CH2:4][CH2:5][C:6]1[CH:11]=[CH:10][C:9]([O:12][CH2:13][CH2:14][CH2:15][CH2:16][CH2:17][O:18][C:19](=[O:21])[CH3:20])=[C:8]([CH2:22][CH2:23][C:24]([O:26][CH3:27])=[O:25])[CH:7]=1. The reactants are COC(\C=C\C1=CC(=C(C=C1)OCCCCCOC(C)=O)/C=C/C(=O)OC)=O ((E,E)-3,3'-[4-[[5-(acetyloxy)pentyl]oxy]-1,3-phenylene]bis-2-propenoic acid dimethyl ester). The reagents and catalysts are [Pd] (palladium on carbon).